From a dataset of the Open Reaction Database (ORD), a public repository of structured organic reaction records. describe an organic reaction: reactants, conditions, products, and yield The reactants are CCC(C)(C)OO, CCCC(C)(C)OCC. The product is CCCC(C)(C)OOC(C)(C)CC. RXN SMILES: [C:1]([CH3:2])([CH3:3])([CH2:4][CH3:5])[O:6][OH:7].[C:8]([CH3:9])([CH3:10])([CH2:11][CH2:12][CH3:13])[O:14][CH2:15][CH3:16]>>[C:1]([CH3:2])([CH3:3])([CH2:4][CH3:5])[O:6][O:14][C:8]([CH3:9])([CH3:10])[CH2:11][CH2:12][CH3:13].